From a dataset of the Open Reaction Database (ORD), a public repository of structured organic reaction records. describe an organic reaction: reactants, conditions, products, and yield The reactants are COC(=O)Cc1ccc(OC2CCN(C(=O)OC(C)(C)C)CC2)cc1OCC(F)(F)F, CO, [Na+], [OH-]. The product is CC(C)(C)OC(=O)N1CCC(Oc2ccc(CC(=O)O)c(OCC(F)(F)F)c2)CC1. Reaction SMILES: [C:1]([CH3:2])([CH3:3])([CH3:4])[O:5][C:6](=[O:7])[N:8]1[CH2:9][CH2:10][CH:11]([O:14][c:15]2[cH:16][c:17]([O:26][CH2:27][C:28]([F:29])([F:30])[F:31])[c:18]([CH2:21][C:22](=[O:23])[O:24][CH3:25])[cH:19][cH:20]2)[CH2:12][CH2:13]1.[CH3:34][OH:35].[Na+:33].[OH-:32]>>[C:1]([CH3:2])([CH3:3])([CH3:4])[O:5][C:6](=[O:7])[N:8]1[CH2:9][CH2:10][CH:11]([O:14][c:15]2[cH:16][c:17]([O:26][CH2:27][C:28]([F:29])([F:30])[F:31])[c:18]([CH2:21][C:22](=[O:23])[OH:24])[cH:19][cH:20]2)[CH2:12][CH2:13]1. Starting materials: C(C)C=1C(=CN=C2C=CC(NC12)=O)F (8-Ethyl-7-fluoro-1,5-naphthyridin-2(1H)-one), O (water), [H-].[Na+] (sodium hydride), C(C=C)I (allyl iodide). Solvent: CN(C)C=O (DMF). Reaction conditions: time 30 minute. The product is C(C)C=1C(=CN=C2C=CC(=NC12)OCC=C)F (8-Ethyl-7-fluoro-2-(2-propen-1-yloxy)-1,5-naphthyridine). Isolated yield 98.0%. Reaction SMILES: [CH2:1]([C:3]1[C:4]([F:14])=[CH:5][N:6]=[C:7]2[C:12]=1[NH:11][C:10](=[O:13])[CH:9]=[CH:8]2)[CH3:2].[H-].[Na+].[CH2:17](I)[CH:18]=[CH2:19].O>CN(C=O)C>[CH2:1]([C:3]1[C:4]([F:14])=[CH:5][N:6]=[C:7]2[C:12]=1[N:11]=[C:10]([O:13][CH2:19][CH:18]=[CH2:17])[CH:9]=[CH:8]2)[CH3:2] |f:1.2|. Reported procedure: 8-Ethyl-7-fluoro-1,5-naphthyridin-2(1H)-one (0.810 g, 4.22 mmol) was suspended in dry DMF (12.5 mL) under argon at 0° C., this was then treated with sodium hydride (0.371 g of a 60% w:w dispersion in oil, 2.2 eq.) added in portions. The suspension was allowed to warm to rt; after stirring for 30 mins at rt, the mixture was treated with allyl iodide (0.858 ml, 2.2 eq). It was then stirred for a further 30 mins before addition of water (10 ml). The mixture was then extracted with 10% MeOH/DCM (3×2... Reactants: O=C([O-])[O-], CC#N, O=C(CCl)Nc1n[nH]c2cc(Cl)ccc12, [K+], [K+], c1nc[nH]n1. Yields the product O=C(Cn1cncn1)Nc1n[nH]c2cc(Cl)ccc12. As a reaction SMILES: [C:21](=[O:22])([O-:23])[O-:24].[CH3:27][C:28]#[N:29].[Cl:1][CH2:2][C:3](=[O:4])[NH:5][c:6]1[n:7][nH:8][c:9]2[cH:10][c:11]([Cl:15])[cH:12][cH:13][c:14]12.[K+:25].[K+:26].[nH:16]1[n:17][cH:18][n:19][cH:20]1>>[CH2:2]([C:3](=[O:4])[NH:5][c:6]1[n:7][nH:8][c:9]2[cH:10][c:11]([Cl:15])[cH:12][cH:13][c:14]12)[n:16]1[n:17][cH:18][n:19][cH:20]1. The reactants are C=C(C)c1ccc(O)cc1, CC(C)(c1ccc(O)cc1)c1ccc(O)cc1, Cc1ccccc1, CC(C)c1ccc(O)cc1, Nc1ccccc1, Oc1ccccc1. The product is CC(C)(c1ccc(N)cc1)c1ccc(O)cc1. RXN SMILES: [C:35]([c:36]1[cH:37][cH:38][c:39]([OH:40])[cH:41][cH:42]1)([CH3:43])=[CH2:44].[CH3:18][C:19]([c:20]1[cH:21][cH:22][c:23]([OH:24])[cH:25][cH:26]1)([c:27]1[cH:28][cH:29][c:30]([OH:31])[cH:32][cH:33]1)[CH3:34].[CH3:52][c:53]1[cH:54][cH:55][cH:56][cH:57][cH:58]1.[CH:8]([CH3:9])([CH3:10])[c:11]1[cH:12][cH:13][c:14]([OH:17])[cH:15][cH:16]1.[NH2:45][c:46]1[cH:47][cH:48][cH:49][cH:50][cH:51]1.[OH:1][c:2]1[cH:3][cH:4][cH:5][cH:6][cH:7]1>>[C:8]([CH3:9])([CH3:10])([c:11]1[cH:12][cH:13][c:14]([OH:17])[cH:15][cH:16]1)[c:49]1[cH:48][cH:47][c:46]([NH2:45])[cH:51][cH:50]1. The reactants are C(C)OC(=O)C=1C(=NC(=C(C1Cl)N)NC)C (5-Amino-6-methylamino-4-chloro-2-methylpyridine-3-carboxylic acid ethyl ester), C(C)OC(OCC)OCC (orthoformic acid triethyl ester). The product is C(C)OC(=O)C=1C(=C2C(=NC1C)N(C=N2)C)Cl (7-chloro-3,5-dimethyl-3H-imidazo[4,5-b]pyridine-6-carboxylic acid ethyl ester). Reaction SMILES: [CH2:1]([O:3][C:4]([C:6]1[C:7]([CH3:16])=[N:8][C:9]([NH:14][CH3:15])=[C:10]([NH2:13])[C:11]=1[Cl:12])=[O:5])[CH3:2].[CH2:17](OC(OCC)OCC)C>>[CH2:1]([O:3][C:4]([C:6]1[C:11]([Cl:12])=[C:10]2[N:13]=[CH:15][N:14]([CH3:17])[C:9]2=[N:8][C:7]=1[CH3:16])=[O:5])[CH3:2]. Procedure: 2.4 g. of 5-Amino-6-methylamino-4-chloro-2-methylpyridine-3-carboxylic acid ethyl ester (0.01 mol.) and 10 ml. of orthoformic acid triethyl ester are refluxed for 12 hours. After the excess ortho ester has been removed, the residue is recrystallized from ethyl acetate to obtain 7-chloro-3,5-dimethyl-3H-imidazo[4,5-b]pyridine-6-carboxylic acid ethyl ester, m.p. 56°-58°. Yield 2.2 g. (88%). The reactants are O=C([O-])[O-], CN(C)C=O, [Cs+], [Cs+], N#CC(C#N)Cc1ccc(C(F)(F)F)cc1, O=S(=O)(OCC(F)(F)F)C(F)(F)F. Product: N#CC(C#N)(Cc1ccc(C(F)(F)F)cc1)CC(F)(F)F. Reaction SMILES: [C:17](=[O:18])([O-:19])[O-:20].[CH3:36][N:37]([CH3:38])[CH:39]=[O:40].[Cs+:21].[Cs+:22].[F:1][C:2]([c:3]1[cH:4][cH:5][c:6]([CH2:7][CH:8]([C:9]#[N:10])[C:11]#[N:12])[cH:13][cH:14]1)([F:15])[F:16].[F:23][C:24]([F:25])([F:26])[S:27]([O:28][CH2:29][C:30]([F:31])([F:32])[F:33])(=[O:34])=[O:35]>>[F:1][C:2]([c:3]1[cH:4][cH:5][c:6]([CH2:7][C:8]([C:9]#[N:10])([C:11]#[N:12])[CH2:29][C:30]([F:31])([F:32])[F:33])[cH:13][cH:14]1)([F:15])[F:16].